This data is from the Open Reaction Database (ORD), a public repository of structured organic reaction records. The task is: describe an organic reaction: reactants, conditions, products, and yield Reactants: C[C@@H]1CNC[C@@H](O1)C ((cis)-2,6-dimethylmorpholine), C=O (formaldehyde), ClC1=CC=C(C=C1)[N+]#[C-] (4-chlorophenyl isocyanide), C[Si](C)(C)N=[N+]=[N-] (trimethylsilylazide). Solvent: CO (methanol). Reaction conditions: time 2 hour. Product: ClC1=CC=C(C=C1)N1N=NN=C1CN1C[C@H](O[C@H](C1)C)C ((cis)-4-{[1-(4-Chlorophenyl)-1H-tetrazol-5-yl]methyl}-2,6-dimethylmorpholine). RXN SMILES: [CH3:1][C@H:2]1[O:7][C@@H:6]([CH3:8])[CH2:5][NH:4][CH2:3]1.[CH2:9]=O.[Cl:11][C:12]1[CH:17]=[CH:16][C:15]([N+:18]#[C-:19])=[CH:14][CH:13]=1.C[Si]([N:24]=[N+:25]=[N-:26])(C)C>CO>[Cl:11][C:12]1[CH:17]=[CH:16][C:15]([N:18]2[C:19]([CH2:9][N:4]3[CH2:5][C@H:6]([CH3:8])[O:7][C@H:2]([CH3:1])[CH2:3]3)=[N:26][N:25]=[N:24]2)=[CH:14][CH:13]=1. Procedure details: To a solution of (cis)-2,6-dimethylmorpholine (104 mg, 0.900 mmol, Alfa Aesar, Ward Hill, USA) in methanol (3 mL) was added formaldehyde (37% aqueous) (0.067 mL, 0.900 mmol). The reaction mixture was shaken at room temperature for 2 hours. To the reaction mixture was added 4-chlorophenyl isocyanide (138 mg, 1 mmol) and trimethylsilylazide (0.133 mL, 1.00 mmol). The reaction mixture was shaken at room temperature for a further 18 hours. Reactants: Cl (HCl), C(C)(C)(C)NC(O)=O.C1(CC1)S(=O)(=O)N (cyclopropylsulfonylamine tert-butyl carbamate), COCCl (chloromethyl methyl ether), C(CCC)[Li] (n-butyl lithium). The solvent is C1CCOC1 (THF). Reaction conditions: temperature -78 celsius, time 1 hour. Yields the product C(C)(C)(C)NC(O)=O.COCC1(CC1)S(=O)(=O)N (1-methoxymethylcyclopropylsulfonylamine tert-butylcarbamate). Reaction SMILES: [C:1]([NH:5][C:6](=[O:8])[OH:7])([CH3:4])([CH3:3])[CH3:2].[CH:9]1([S:12]([NH2:15])(=[O:14])=[O:13])[CH2:11][CH2:10]1.C([Li])CCC.[CH3:21][O:22][CH2:23]Cl.Cl>C1COCC1>[C:1]([NH:5][C:6](=[O:7])[OH:8])([CH3:4])([CH3:3])[CH3:2].[CH3:21][O:22][CH2:23][C:9]1([S:12]([NH2:15])(=[O:14])=[O:13])[CH2:11][CH2:10]1 |f:0.1,6.7|. Reported procedure: To a solution of cyclopropylsulfonylamine tert-butyl carbamate (1.0 g, 4.5 mmol) dissolved in THF (30 mL) cooled to −78° C., was added n-butyl lithium (6.4 mL, 10.2 mmol, 1.6M in hexane) and the reaction mixture was stirred for 1 hour. To this solution was added a neat solution of chloromethyl methyl ether (0.40 mL, 5.24 mmol), and the mixture was slowly allowed to warm to room temperature overnight. The solution pH was adjusted to 3 using 1N aqueous HCl and was then extracted with ethyl acetate... Reactants: CCc1c(C(=O)O)[nH]c2ccc([N+](=O)[O-])cc12, CCO, [Na+], [OH-]. Product: O=C(O)c1cc2cc([N+](=O)[O-])ccc2[nH]1. As a reaction SMILES: [CH2:1]([CH3:2])[c:3]1[c:4]([C:15](=[O:16])[OH:17])[nH:5][c:6]2[cH:7][cH:8][c:9]([N+:12](=[O:13])[O-:14])[cH:10][c:11]12.[CH3:20][CH2:21][OH:22].[Na+:19].[OH-:18]>>[cH:3]1[c:4]([C:15](=[O:16])[OH:17])[nH:5][c:6]2[cH:7][cH:8][c:9]([N+:12](=[O:13])[O-:14])[cH:10][c:11]12. Reactants: CC1=C(C=CC=C1C)O (2,3-dimethylphenol), BrCCCC(=O)OCC (ethyl 4-bromobutanoate), C([O-])([O-])=O.[K+].[K+] (potassium carbonate). Reagents/catalysts: [I-].C(CCC)[N+](CCCC)(CCCC)CCCC (tetrabutylammonium iodide). Run in C1CCOC1 (THF). Run at temperature 60 celsius. Yields the product CC1=C(OCCCC(=O)OCC)C=CC=C1C (Ethyl 4-(2,3-dimethylphenoxy)butanoate). Yield: 95.2%. As a reaction SMILES: [CH3:1][C:2]1[C:7]([CH3:8])=[CH:6][CH:5]=[CH:4][C:3]=1[OH:9].Br[CH2:11][CH2:12][CH2:13][C:14]([O:16][CH2:17][CH3:18])=[O:15].C(=O)([O-])[O-].[K+].[K+]>[I-].C([N+](CCCC)(CCCC)CCCC)CCC.C1COCC1>[CH3:1][C:2]1[C:7]([CH3:8])=[CH:6][CH:5]=[CH:4][C:3]=1[O:9][CH2:11][CH2:12][CH2:13][C:14]([O:16][CH2:17][CH3:18])=[O:15] |f:2.3.4,5.6|. Procedure: A mixture of 2,3-dimethylphenol (12.2 g, 100 mmol), tetrabutylammonium iodide (0.738 g, 1.997 mmol), ethyl 4-bromobutanoate (14.29 mL, 100 mmol), and potassium carbonate (27.6 g, 200 mmol) in THF (100 mL) was heated at 60° C. for 20 h. After this time, the reaction mixture was cooled to room temperature. Once at the prescribed temperature, the reaction mixture was quenched with water (50 mL), and extracted with EtOAc (2×50 mL). The combined organic phases were concentrated, and purified by flash... The reactants are C(C)OC(=O)C1=NN(C(=C1)OCC(=O)N1[C@@H](CCC1)C(NC1CCC1)=O)C1=CC=CC=C1 (5-[2-((S)-2-cyclobutylcarbamoyl-pyrrolidin-1-yl)-2-oxo-ethoxy]-1-phenyl-1H-pyrazole-3-carboxylic acid ethyl ester), [OH-].[Na+] (NaOH). The solvent is C1CCOC1 (THF), O (water). Reaction conditions: time 4 hour. Product: C1(CCC1)NC(=O)[C@H]1N(CCC1)C(COC1=CC(=NN1C1=CC=CC=C1)C(=O)O)=O (5-[2-((S)-2-Cyclobutylcarbamoyl-pyrrolidin-1-yl)-2-oxo-ethoxy]-1-phenyl-1H-pyrazole-3-carboxylic acid). RXN SMILES: C([O:3][C:4]([C:6]1[CH:10]=[C:9]([O:11][CH2:12][C:13]([N:15]2[CH2:19][CH2:18][CH2:17][C@H:16]2[C:20](=[O:26])[NH:21][CH:22]2[CH2:25][CH2:24][CH2:23]2)=[O:14])[N:8]([C:27]2[CH:32]=[CH:31][CH:30]=[CH:29][CH:28]=2)[N:7]=1)=[O:5])C.[OH-].[Na+]>C1COCC1.O>[CH:22]1([NH:21][C:20]([C@@H:16]2[CH2:17][CH2:18][CH2:19][N:15]2[C:13](=[O:14])[CH2:12][O:11][C:9]2[N:8]([C:27]3[CH:32]=[CH:31][CH:30]=[CH:29][CH:28]=3)[N:7]=[C:6]([C:4]([OH:5])=[O:3])[CH:10]=2)=[O:26])[CH2:23][CH2:24][CH2:25]1 |f:1.2|. Procedure details: To a solution of 3.2 g 5-[2-((S)-2-cyclobutylcarbamoyl-pyrrolidin-1-yl)-2-oxo-ethoxy]-1-phenyl-1H-pyrazole-3-carboxylic acid ethyl ester in 40 ml THF and 5 ml water were added 340 mg NaOH portionwise at 0° C. After 4 h the solution was neutralized with Amberlite IR-120 ion exchange resin, filtered and washed with methanol. The crude product obtained after evaporation of the solvents was used in the subsequent reaction. Starting materials: CCOC(=O)CN=C=O, C1CCOC1, O=C(C=Cc1cc(O)c(O)c([N+](=O)[O-])c1)c1ccccc1. Yields the product CCOC(=O)CNC(=O)Oc1cc(C=CC(=O)c2ccccc2)cc([N+](=O)[O-])c1O. Reaction SMILES: [N:1](=[C:2]=[O:3])[CH2:4][C:5](=[O:6])[O:7][CH2:8][CH3:9].[O:31]1[CH2:32][CH2:33][CH2:34][CH2:35]1.[OH:10][c:11]1[cH:12][c:13]([CH:21]=[CH:22][C:23](=[O:24])[c:25]2[cH:26][cH:27][cH:28][cH:29][cH:30]2)[cH:14][c:15]([N+:18](=[O:19])[O-:20])[c:16]1[OH:17]>>[NH:1]([C:2](=[O:3])[O:10][c:11]1[cH:12][c:13]([CH:21]=[CH:22][C:23](=[O:24])[c:25]2[cH:26][cH:27][cH:28][cH:29][cH:30]2)[cH:14][c:15]([N+:18](=[O:19])[O-:20])[c:16]1[OH:17])[CH2:4][C:5](=[O:6])[O:7][CH2:8][CH3:9]. The reactants are CC(=O)c1ccc(C=CC(=O)O)cc1, Cl, NCCO, C1COCCO1, O=S(Cl)Cl, c1ccccc1. The product is CC(=O)c1ccc(C=CC(=O)NCCO)cc1. As a reaction SMILES: [C:1]([CH3:2])(=[O:3])[c:4]1[cH:5][cH:6][c:7]([CH:8]=[CH:9][C:10](=[O:11])[OH:12])[cH:13][cH:14]1.[ClH:23].[NH2:19][CH2:20][CH2:21][OH:22].[O:24]1[CH2:25][CH2:26][O:27][CH2:28][CH2:29]1.[S:15]([Cl:16])([Cl:17])=[O:18].[cH:30]1[cH:31][cH:32][cH:33][cH:34][cH:35]1>>[C:1]([CH3:2])(=[O:3])[c:4]1[cH:5][cH:6][c:7]([CH:8]=[CH:9][C:10](=[O:12])[NH:19][CH2:20][CH2:21][OH:22])[cH:13][cH:14]1. Starting materials: N[C@H](CNC1=C(C(=NO1)C=1C=C2C=CN=CC2=CC1)CCNC(OC(C)(C)C)=O)CC1=CNC2=CC=CC=C12 (tert-butyl 2-(5-((S)-2-amino-3-(1H-indol-3-yl)propylamino)-3-(isoquinolin-6-yl)isoxazol-4-yl)ethylcarbamate), C(=O)(C(F)(F)F)O.C(Cl)Cl (TFA DCM). Reaction conditions: time 10 minute. Yields the product N[C@H](CNC1=C(C(=NO1)C=1C=C2C=CN=CC2=CC1)CCN)CC1=CNC2=CC=CC=C12 (N-((S)-2-amino-3-(1H-indol-3-yl)propyl)-4-(2-aminoethyl)-3-(isoquinolin-6-yl)isoxazol-5-amine). The yield is 78.2%. RXN SMILES: [NH2:1][C@@H:2]([CH2:30][C:31]1[C:39]2[C:34](=[CH:35][CH:36]=[CH:37][CH:38]=2)[NH:33][CH:32]=1)[CH2:3][NH:4][C:5]1[O:9][N:8]=[C:7]([C:10]2[CH:11]=[C:12]3[C:17](=[CH:18][CH:19]=2)[CH:16]=[N:15][CH:14]=[CH:13]3)[C:6]=1[CH2:20][CH2:21][NH:22]C(=O)OC(C)(C)C.C(O)(C(F)(F)F)=O.C(Cl)Cl>>[NH2:1][C@@H:2]([CH2:30][C:31]1[C:39]2[C:34](=[CH:35][CH:36]=[CH:37][CH:38]=2)[NH:33][CH:32]=1)[CH2:3][NH:4][C:5]1[O:9][N:8]=[C:7]([C:10]2[CH:11]=[C:12]3[C:17](=[CH:18][CH:19]=2)[CH:16]=[N:15][CH:14]=[CH:13]3)[C:6]=1[CH2:20][CH2:21][NH2:22] |f:1.2|. Reported procedure: To a 25 mL of round-bottom flask was added tert-butyl 2-(5-((S)-2-amino-3-(1H-indol-3-yl)propylamino)-3-(isoquinolin-6-yl)isoxazol-4-yl)ethylcarbamate (11 mg, 21 μmol). 2 mL of 50% TFA/DCM was added to the reaction mixture dropwise. After 10 minutes, LC-MS showed that the BOC group had been removed. The reaction mixture was concentrated under reduced pressure and purified by preparative LC to give N-((S)-2-amino-3-(1H-indol-3-yl)propyl)-4-(2-aminoethyl)-3-(isoquinolin-6-yl)isoxazol-5-amine (7 mg...